Dataset: the Open Reaction Database (ORD), a public repository of structured organic reaction records. Task: describe an organic reaction: reactants, conditions, products, and yield Starting materials: C1CCOC1, CCOC(=O)c1cnn(C)c1C(=O)Nc1cc2nc(-c3ccccc3)cn2cc1Br, CO, Cl, [Na+], [OH-], O. Product: Cn1ncc(C(=O)O)c1C(=O)Nc1cc2nc(-c3ccccc3)cn2cc1Br. RXN SMILES: [CH2:35]1[O:36][CH2:37][CH2:38][CH2:39]1.[CH2:3]([CH3:4])[O:5][C:6](=[O:7])[c:8]1[cH:9][n:10][n:11]([CH3:32])[c:12]1[C:13]([NH:14][c:15]1[cH:16][c:17]2[n:18]([cH:19][c:20]1[Br:21])[cH:22][c:23](-[c:25]1[cH:26][cH:27][cH:28][cH:29][cH:30]1)[n:24]2)=[O:31].[CH3:40][OH:41].[ClH:34].[Na+:2].[OH-:1].[OH2:33]>>[O:5]=[C:6]([OH:7])[c:8]1[cH:9][n:10][n:11]([CH3:32])[c:12]1[C:13]([NH:14][c:15]1[cH:16][c:17]2[n:18]([cH:19][c:20]1[Br:21])[cH:22][c:23](-[c:25]1[cH:26][cH:27][cH:28][cH:29][cH:30]1)[n:24]2)=[O:31].